This data is from the Open Reaction Database (ORD), a public repository of structured organic reaction records. The task is: describe an organic reaction: reactants, conditions, products, and yield Starting materials: COC=1C=C2C(=CC=NC2=CC1OC)OC1=CC=C(C=C1)N (6,7-Dimethoxy-4-(4-aminophenoxy)quinoline), CN(C1=CC=C(C(=O)O)C=C1)C (4-(dimethylamino)benzoic acid), CN(C=O)C (N,N-dimethylformamide), Cl.C(C)N=C=NCCCN(C)C (1-ethyl-3-(3'-dimethylaminopropyl)carbodiimide hydrochloride). Conditions: time 16 hour. Product: COC=1C=C2C(=CC=NC2=CC1OC)OC1=CC=C(C=C1)NC(=O)C1=C(C=CC=C1)N(C)C (N-{4-[(6,7-Dimethoxy-4-quinolinyl)oxy]phenyl}-(N,N-dimethylaminophenyl)carboxamide). The yield is 10.0%. Reaction SMILES: [CH3:1][O:2][C:3]1[CH:4]=[C:5]2[C:10](=[CH:11][C:12]=1[O:13][CH3:14])[N:9]=[CH:8][CH:7]=[C:6]2[O:15][C:16]1[CH:21]=[CH:20][C:19]([NH2:22])=[CH:18][CH:17]=1.[CH3:23][N:24]([CH3:34])[C:25]1[CH:33]=[CH:32][C:28](C(O)=O)=[CH:27][CH:26]=1.Cl.C(N=C=NCCCN(C)C)C.CN(C)[CH:49]=[O:50]>>[CH3:1][O:2][C:3]1[CH:4]=[C:5]2[C:10](=[CH:11][C:12]=1[O:13][CH3:14])[N:9]=[CH:8][CH:7]=[C:6]2[O:15][C:16]1[CH:17]=[CH:18][C:19]([NH:22][C:49]([C:33]2[CH:32]=[CH:28][CH:27]=[CH:26][C:25]=2[N:24]([CH3:23])[CH3:34])=[O:50])=[CH:20][CH:21]=1 |f:2.3|. Reported procedure: 6,7-Dimethoxy-4-(4-aminophenoxy)quinoline (51 mg) and commercially available 4-(dimethylamino)benzoic acid (44 mg) were dissolved in N,N-dimethylformamide (2 ml), 1-ethyl-3-(3'-dimethylaminopropyl)carbodiimide hydrochloride (83 mg) was added, and the admixture was stirred at room temperature for 16 hours. The reaction mixture was then purified in the same manner as described in Example 51 to obtain 7 mg of the title compound (yield: 10%).